This data is from the Open Reaction Database (ORD), a public repository of structured organic reaction records. The task is: describe an organic reaction: reactants, conditions, products, and yield The reactants are CC1=NC(=NN1C1=CC=C(C=C1)[N+](=O)[O-])SC (5-methyl-3-(methylthio)-1-(4-nitrophenyl)-1H-1,2,4-triazole), [H][H] (hydrogen). Reagents/catalysts: catalyst, [Pt] (platinum). The solvent is CO (methanol). Yields the product CC1=NC(=NN1C1=CC=C(C=C1)N)SC (4-[5-methyl-3-(methylthio)-1H-1,2,4-triazol-1-yl]benzenamine). Isolated yield 68.0%. As a reaction SMILES: [CH3:1][C:2]1[N:6]([C:7]2[CH:12]=[CH:11][C:10]([N+:13]([O-])=O)=[CH:9][CH:8]=2)[N:5]=[C:4]([S:16][CH3:17])[N:3]=1.[H][H]>[Pt].CO>[CH3:1][C:2]1[N:6]([C:7]2[CH:8]=[CH:9][C:10]([NH2:13])=[CH:11][CH:12]=2)[N:5]=[C:4]([S:16][CH3:17])[N:3]=1. Procedure details: A mixture of 2.5 parts of 5-methyl-3-(methylthio)-1-(4-nitrophenyl)-1H-1,2,4-triazole and 120 parts of methanol is hydrogenated at normal pressure and at room temperature with 2 parts of platinum-on-characoal catalyst 10%. After the calculated amount of hydrogen is taken up, the catalyst is filtered off and the filtrate is evaporated. The residue is crystallized from a mixture of 4-methyl-2-pentanone and petroleumether. The product is filtered off and dried, yielding 1.5 parts (68%) 4-[5-methyl-... The product is [N+](=O)([O-])C=CCC1=CC=CC(=C1)[N+](=O)[O-] (3,5-dinitroallylbenzene). Run at time 1 hour. Yield: 92.2%. Starting materials: [N+](=O)([O-])C=1C=C(N)C=C(C1)[N+](=O)[O-] (3,5-dinitroaniline), C(C)(C)(C)ON=O (t-butylnitrite), C(C)(C)(C)ON=O (t-butylnitrite), C(C=C)Br (allylbromide), [N+](=O)([O-])C=1C=C(N)C=C(C1)[N+](=O)[O-] (3,5-dinitroaniline). Procedure details: To a solution of t-butylnitrite (84.6 ml, 0.71 mol) and allylbromide (530 ml, 6.15 mol) in 25 ml CH3CN, 3,5-dinitroaniline (75 g, 0.41 mol) was added spoonwise, so that the temperature was maintained between 11 and 15° C. During the addition of the final ½ of 3,5-dinitroaniline, more t-butylnitrite (21 ml, 0.18 mol) was added. The reaction mixture was then stirred at room temperature for 1 h. Excess t-butylnitrite, allylbromide and CH3CN was distilled from the reaction mixture at reduced pressur... As a reaction SMILES: C([O:5][N:6]=[O:7])(C)(C)C.[CH2:8](Br)[CH:9]=[CH2:10].[N+:12]([C:15]1[CH:16]=[C:17]([CH:19]=[C:20]([N+]([O-])=O)[CH:21]=1)N)([O-:14])=[O:13]>CC#N>[N+:6]([CH:10]=[CH:9][CH2:8][C:17]1[CH:16]=[C:15]([N+:12]([O-:14])=[O:13])[CH:21]=[CH:20][CH:19]=1)([O-:7])=[O:5]. Solvent: CC#N (CH3CN).